From a dataset of the Open Reaction Database (ORD), a public repository of structured organic reaction records. describe an organic reaction: reactants, conditions, products, and yield The reactants are CCOC(=O)Cc1ccc(NC(=O)N(c2c3ccccc3nn2-c2ccc(Cl)cc2)C2CCCCC2)c(Cl)c1, CCCCCCC, ClCCl, [Li+], [OH-]. The product is O=C(O)Cc1ccc(NC(=O)N(c2c3ccccc3nn2-c2ccc(Cl)cc2)C2CCCCC2)c(Cl)c1. As a reaction SMILES: [CH2:1]([CH3:2])[O:3][C:4]([CH2:5][c:6]1[cH:7][c:8]([Cl:38])[c:9]([NH:12][C:13](=[O:14])[N:15]([CH:16]2[CH2:17][CH2:18][CH2:19][CH2:20][CH2:21]2)[c:22]2[n:23](-[c:31]3[cH:32][cH:33][c:34]([Cl:37])[cH:35][cH:36]3)[n:24][c:25]3[cH:26][cH:27][cH:28][cH:29][c:30]23)[cH:10][cH:11]1)=[O:39].[CH3:45][CH2:46][CH2:47][CH2:48][CH2:49][CH2:50][CH3:51].[Cl:42][CH2:43][Cl:44].[Li+:40].[OH-:41]>>[O:3]=[C:4]([CH2:5][c:6]1[cH:7][c:8]([Cl:38])[c:9]([NH:12][C:13](=[O:14])[N:15]([CH:16]2[CH2:17][CH2:18][CH2:19][CH2:20][CH2:21]2)[c:22]2[n:23](-[c:31]3[cH:32][cH:33][c:34]([Cl:37])[cH:35][cH:36]3)[n:24][c:25]3[cH:26][cH:27][cH:28][cH:29][c:30]23)[cH:10][cH:11]1)[OH:39]. Isolated yield 80.8%. Yields the product N(=[N+]=[N-])CC1=CC=C2C=NN(C2=C1)C1OCCCC1 (6-(Azidomethyl)-1-(2-tetrahydropyranyl)indazole). Procedure: To a solution of 6-(bromomethyl)-1-(2-tetrahydropyranyl)indazole (4.0 g, 14 mmol) (100) in DMF (30 mL) was added sodium azide (6 g, 92 mmol) in one portion. The suspension was heated at 90° C. for 30 minutes and a yellow solution was formed. After cooling down to room temperature, the reaction mixture was poured into water (100 mL) and extracted with ether (2×150 mL). Combined organic layers were washed with brine then dried (MgSO4). Evaporation of solvent gave an yellow oil which was purified b... Run at temperature 90 celsius. Reactants: BrCC1=CC=C2C=NN(C2=C1)C1OCCCC1 (6-(bromomethyl)-1-(2-tetrahydropyranyl)indazole), [N-]=[N+]=[N-].[Na+] (sodium azide), O (water). Solvent: CN(C)C=O (DMF). As a reaction SMILES: Br[CH2:2][C:3]1[CH:11]=[C:10]2[C:6]([CH:7]=[N:8][N:9]2[CH:12]2[CH2:17][CH2:16][CH2:15][CH2:14][O:13]2)=[CH:5][CH:4]=1.[N-:18]=[N+:19]=[N-:20].[Na+].O>CN(C=O)C>[N:18]([CH2:2][C:3]1[CH:11]=[C:10]2[C:6]([CH:7]=[N:8][N:9]2[CH:12]2[CH2:17][CH2:16][CH2:15][CH2:14][O:13]2)=[CH:5][CH:4]=1)=[N+:19]=[N-:20] |f:1.2|. Starting materials: C(C(C)(C)C)(=O)OCCl (chloromethyl pivalate), N1=CC=C(C2=CC=CC=C12)CN (1-quinolin-4-ylmethanamine), C(C1=CC=CC=C1)(C1=CC=CC=C1)=N (benzophenone imine), resultant product. The reagents and catalysts are [Br-].C(CCC)[N+](CCCC)(CCCC)CCCC (tetrabutylammonium bromide). The solvent is ClCCl (dichloromethane), O (water), ClCCl (dichloromethane). Conditions: temperature 50 celsius, time 1 hour. Yields the product C(C(C)(C)C)(=O)OCC(C1=CC=NC2=CC=CC=C12)N=C(C1=CC=CC=C1)C1=CC=CC=C1 (2-[(diphenylmethylene)amino]-2-quinolin-4-ylethyl Pivalate). The yield is 36.1%. RXN SMILES: [N:1]1[C:10]2[C:5](=[CH:6][CH:7]=[CH:8][CH:9]=2)[C:4]([CH2:11][NH2:12])=[CH:3][CH:2]=1.[C:13](=N)([C:20]1[CH:25]=[CH:24][CH:23]=[CH:22][CH:21]=1)[C:14]1[CH:19]=[CH:18][CH:17]=[CH:16][CH:15]=1.[C:27]([O:33][CH2:34]Cl)(=[O:32])[C:28]([CH3:31])([CH3:30])[CH3:29]>ClCCl.[Br-].C([N+](CCCC)(CCCC)CCCC)CCC.O>[C:27]([O:33][CH2:34][CH:11]([N:12]=[C:13]([C:20]1[CH:25]=[CH:24][CH:23]=[CH:22][CH:21]=1)[C:14]1[CH:19]=[CH:18][CH:17]=[CH:16][CH:15]=1)[C:4]1[C:5]2[C:10](=[CH:9][CH:8]=[CH:7][CH:6]=2)[N:1]=[CH:2][CH:3]=1)(=[O:32])[C:28]([CH3:31])([CH3:30])[CH3:29] |f:4.5|. Procedure details: A Stirred mixture of 1-quinolin-4-ylmethanamine (142 mg, 0.90 mmol, CHEMBRIDGE) and benzophenone imine (163 mg, 0.90 mmol) was heated at 50° C. for 2 hours. The resultant product was dissolved in dichloromethane (4 ml) and added to a solution of chloromethyl pivalate (136 mg, 0.90 mmol) and tetrabutylammonium bromide (150 mg, 0.465 mmol). 50% NaOHaq (0.9 ml) was added to the reaction mixture at 0° C. After the mixture was stirred at 0° C. for 1 hour, the reaction was diluted with dichloromethane... Starting materials: OC1=CC=NC=C1 (4-hydroxypyridine), CS(=O)C (dimethyl sulfoxide), C(C#C)Cl (Propargyl chloride). Reagents/catalysts: C([O-])([O-])=O.[Ag+2] (silver carbonate). Run in O (water). The product is C(#CC)OC1=CC=NC=C1 (4-(propynyloxy)pyridine). Isolated yield 3.6%. Reaction SMILES: [OH:1][C:2]1[CH:7]=[CH:6][N:5]=[CH:4][CH:3]=1.CS(C)=O.[CH2:12](Cl)[C:13]#[CH:14]>O.C(=O)([O-])[O-].[Ag+2]>[C:12]([O:1][C:2]1[CH:7]=[CH:6][N:5]=[CH:4][CH:3]=1)#[C:13][CH3:14] |f:4.5|. Procedure details: To a solution of 20.0 g (0.21 mole) 4-hydroxypyridine and 200 ml dimethyl sulfoxide was added 102 g (0.1 mole) silver carbonate. Propargyl chloride (22.5 g, 0.3 mole) was added to this suspension and the mixture heated at 50° for 6 hrs. After cooling to room temperature, the reaction mixture was diluted with water and extracted two times with ether. The combined ether extract was dried, filtered and concentrated as before to give 1.0 g of 4-(propynyloxy)pyridine. The product was 95% pure by vpc.... Reactants: [B-](F)(F)(F)F.[B-](F)(F)(F)F.C1C[N+]2(CC[N+]1(CC2)CCl)F (Selectfluor), FC=1C=C2CCC(C2=C(C1)F)=O (5,7-difluoro-1-indanone). The solvent is CO (MeOH). Reaction conditions: time 1 hour. The product is FC1C(C2=C(C=C(C=C2C1)F)F)=O (2,5,7-trifluoro-2,3-dihydro-1H-inden-1-one). Reaction SMILES: [B-](F)(F)(F)F.[B-](F)(F)(F)F.C1[N+]2(CCl)CC[N+]([F:21])(CC2)C1.[F:22][C:23]1[CH:24]=[C:25]2[C:29](=[C:30]([F:32])[CH:31]=1)[C:28](=[O:33])[CH2:27][CH2:26]2>CO>[F:21][CH:27]1[CH2:26][C:25]2[C:29](=[C:30]([F:32])[CH:31]=[C:23]([F:22])[CH:24]=2)[C:28]1=[O:33] |f:0.1.2|. Reported procedure: Selectfluor™ (1.16 g, 3.27 mmol) was added to a solution of 5,7-difluoro-1-indanone (CAS No. 84315-25-3, 500 mg, 2.97 mmol) in MeOH (20 mL) at room temperature. The mixture was refluxed for 2 hours and cooled to room temperature. Then the solvent was distilled off under reduced pressure. The residue was treated with DCM and the insoluble matter was filtered off. Then the solvent was distilled off under reduced pressure. The residue was dissolved in MeCN (10 mL) and 5 N HCl (5 mL). The solution w... Starting materials: O (water), OC1=C(C(=O)O)C=C(C=C1)C(CCCCCCC)=O (2-hydroxy-5-octanoylbenzoic acid), N1=CC=CC=C1 (pyridine), C(C)(=O)Cl (acetyl chloride). The solvent is CC(=O)C (acetone). Conditions: temperature 0 celsius, time 15 hour. Product: C(C)(=O)OC1=C(C(=O)O)C=C(C=C1)C(CCCCCCC)=O (2-acetyloxy-5-octanoylbenzoic acid). Yield: 100.7%. RXN SMILES: [OH:1][C:2]1[CH:10]=[CH:9][C:8]([C:11](=[O:19])[CH2:12][CH2:13][CH2:14][CH2:15][CH2:16][CH2:17][CH3:18])=[CH:7][C:3]=1[C:4]([OH:6])=[O:5].N1C=CC=CC=1.[C:26](Cl)(=[O:28])[CH3:27].O>CC(C)=O>[C:26]([O:1][C:2]1[CH:10]=[CH:9][C:8]([C:11](=[O:19])[CH2:12][CH2:13][CH2:14][CH2:15][CH2:16][CH2:17][CH3:18])=[CH:7][C:3]=1[C:4]([OH:6])=[O:5])(=[O:28])[CH3:27]. Procedure: 6 g (22.7 mmol) of 2-hydroxy-5-octanoylbenzoic acid and 12 mL (0.145 mol) of pyridine are dissolved in 15 mL of acetone. The medium is cooled to 0° C., and 12 mL (0.166 mol) of acetyl chloride are then added dropwise. After stirring for 15 hours at room temperature, water is added and the mixture is extracted with dichloromethane. The organic phase is dried over magnesium sulfate, filtered and then concentrated. 7 g of 2-acetyloxy-5-octanoylbenzoic acid are obtained in the form of a white solid ... Procedure: Title Compound I, in which R=CH2C6H5 ; R'=H; A=CH; pY=C2H2O4, q=0 and n=1, was prepared by reducing 2-benzyl-1,2,3,4-tetrahydroisoquinoline-1-carboxamide (6.7 g; 0.025 mole) with LiAlH4 by the same procedure as used in Example I to obtain 3.77 g (60% theory) of 1-aminomethyl-2-benzyl-1,2,3,4-tetrahydroisoquinoline as a yellow oil. This compound was reacted with benzaldehyde and reduced as in Example II. The resultant 1-(N-benzyl)aminomethyl-2-benzyl-1,2,3,4-tetrahydroisoquinoline was propionylat... Product: C(C(=O)O)(=O)O.C(C1=CC=CC=C1)N1C(C2=CC=CC=C2CC1)CN(C(CC)=O)CC1=CC=CC=C1 (N-[(1,2,3,4-Tetrahydro-2-benzyl-1-isoquinolyl)methyl]-N-benzylpropionamide oxalate). Reaction SMILES: [CH:1](=[O:8])[C:2]1C=CC=C[CH:3]=1.[CH2:9]([NH:16][CH2:17][CH:18]1[C:27]2[C:22](=[CH:23][CH:24]=[CH:25][CH:26]=2)[CH2:21][CH2:20][N:19]1[CH2:28][C:29]1[CH:34]=[CH:33][CH:32]=[CH:31][CH:30]=1)[C:10]1[CH:15]=[CH:14][CH:13]=[CH:12][CH:11]=1.[C:35]([O-:40])(=[O:39])[C:36]([O-:38])=[O:37]>>[C:35]([OH:40])(=[O:39])[C:36]([OH:38])=[O:37].[CH2:28]([N:19]1[CH2:20][CH2:21][C:22]2[C:27](=[CH:26][CH:25]=[CH:24][CH:23]=2)[CH:18]1[CH2:17][N:16]([CH2:9][C:10]1[CH:11]=[CH:12][CH:13]=[CH:14][CH:15]=1)[C:1](=[O:8])[CH2:2][CH3:3])[C:29]1[CH:34]=[CH:33][CH:32]=[CH:31][CH:30]=1 |f:3.4|. Reactants: C(C1=CC=CC=C1)=O (benzaldehyde), C(C1=CC=CC=C1)NCC1N(CCC2=CC=CC=C12)CC1=CC=CC=C1 (1-(N-benzyl)aminomethyl-2-benzyl-1,2,3,4-tetrahydroisoquinoline), C(C(=O)[O-])(=O)[O-] (oxalate). Starting materials: BrC1=CSC2=C1C(=NC=C2)NCC2=NC=CC=C2 ((3-bromo-thieno[3,2-c]pyridin-4-yl)-pyridin-2-ylmethyl-amine), C1(=CC=CC=C1)B(O)O (phenylboronic acid), C1(=CC=CC=C1)P(C1=CC=CC=C1)C1=CC=CC=C1 (triphenylphosphine), C([O-])([O-])=O.[Na+].[Na+] (sodium carbonate). Reagents/catalysts: C(C)(=O)[O-].[Pd+2].C(C)(=O)[O-] (palladium (II) acetate). Solvent: COCCOC (DME). Reaction conditions: temperature 155 celsius. Yields the product C1(=CC=CC=C1)C1=CSC2=C1C(=NC=C2)NCC2=NC=CC=C2 ((3-Phenyl-thieno[3,2-c]pyridin-4-yl)-pyridin-2ylmethyl-amine). The yield is 59.4%. As a reaction SMILES: Br[C:2]1[C:6]2[C:7]([NH:11][CH2:12][C:13]3[CH:18]=[CH:17][CH:16]=[CH:15][N:14]=3)=[N:8][CH:9]=[CH:10][C:5]=2[S:4][CH:3]=1.[C:19]1(B(O)O)[CH:24]=[CH:23][CH:22]=[CH:21][CH:20]=1.C1(P(C2C=CC=CC=2)C2C=CC=CC=2)C=CC=CC=1.C(=O)([O-])[O-].[Na+].[Na+]>C([O-])(=O)C.[Pd+2].C([O-])(=O)C.COCCOC>[C:19]1([C:2]2[C:6]3[C:7]([NH:11][CH2:12][C:13]4[CH:18]=[CH:17][CH:16]=[CH:15][N:14]=4)=[N:8][CH:9]=[CH:10][C:5]=3[S:4][CH:3]=2)[CH:24]=[CH:23][CH:22]=[CH:21][CH:20]=1 |f:3.4.5,6.7.8|. Procedure: A microwave reaction vessel was charged with (3-bromo-thieno[3,2-c]pyridin-4-yl)-pyridin-2-ylmethyl-amine (50 mg, 0.158 mmol), phenylboronic acid (37.9 mg, 0.312 mmol), palladium (II) acetate (3.5 mg, 0.0158 mmol), triphenylphosphine (12.3 mg, 0.0467 mmol) and sodium carbonate (49.5 mg, 0.467 mmol). The reaction was solvated with DME (0.75 ml) and distilled water (0.25 ml), sealed, and set to stir in a Biotage microwave reactor. The reaction was heated at 150-160° C. for 1 h. At which point the ... Reactants: CS(=O)(=O)Nc1ccc(C#N)cc1Sc1ccc(F)cc1F, O=CO. Yields the product CS(=O)(=O)Nc1ccc(C=O)cc1Sc1ccc(F)cc1F. RXN SMILES: [C:1](#[N:2])[c:3]1[cH:4][c:5]([S:14][c:15]2[c:16]([F:22])[cH:17][c:18]([F:21])[cH:19][cH:20]2)[c:6]([NH:7][S:8](=[O:9])(=[O:10])[CH3:11])[cH:12][cH:13]1.[CH:23](=[O:24])[OH:25]>>[CH:1]([c:3]1[cH:4][c:5]([S:14][c:15]2[c:16]([F:22])[cH:17][c:18]([F:21])[cH:19][cH:20]2)[c:6]([NH:7][S:8](=[O:9])(=[O:10])[CH3:11])[cH:12][cH:13]1)=[O:24].